From a dataset of the Open Reaction Database (ORD), a public repository of structured organic reaction records. describe an organic reaction: reactants, conditions, products, and yield The reactants are C1CCOC1, CO, COC(=O)C1=Cc2cc(OCC3CCCCC3)ccc2CCC1, Cl, [Na+], [OH-]. Product: O=C(O)C1=Cc2cc(OCC3CCCCC3)ccc2CCC1. Reaction SMILES: [CH2:29]1[O:30][CH2:31][CH2:32][CH2:33]1.[CH3:27][OH:28].[CH:1]1([CH2:7][O:8][c:9]2[cH:10][cH:11][c:12]3[c:13]([cH:23]2)[CH:14]=[C:15]([C:19](=[O:20])[O:21][CH3:22])[CH2:16][CH2:17][CH2:18]3)[CH2:2][CH2:3][CH2:4][CH2:5][CH2:6]1.[ClH:26].[Na+:25].[OH-:24]>>[CH:1]1([CH2:7][O:8][c:9]2[cH:10][cH:11][c:12]3[c:13]([cH:23]2)[CH:14]=[C:15]([C:19](=[O:20])[OH:21])[CH2:16][CH2:17][CH2:18]3)[CH2:2][CH2:3][CH2:4][CH2:5][CH2:6]1. The reactants are CCI, CN(C)C=O, [H-], [Na+], O=c1c(-c2ccccc2)c[nH]nc1-c1ccccc1. The product is CCn1cc(-c2ccccc2)c(=O)c(-c2ccccc2)n1. RXN SMILES: [CH2:22]([CH3:23])[I:24].[CH3:25][N:26]([CH3:27])[CH:28]=[O:29].[H-:21].[Na+:20].[c:1]1(-[c:7]2[n:8][nH:9][cH:10][c:11](-[c:14]3[cH:15][cH:16][cH:17][cH:18][cH:19]3)[c:12]2=[O:13])[cH:2][cH:3][cH:4][cH:5][cH:6]1>>[c:1]1(-[c:7]2[n:8][n:9]([CH2:22][CH3:23])[cH:10][c:11](-[c:14]3[cH:15][cH:16][cH:17][cH:18][cH:19]3)[c:12]2=[O:13])[cH:2][cH:3][cH:4][cH:5][cH:6]1. Reactants: C=CCC(O)c1c(C)noc1-c1ccc(Br)cc1, CCOC(=O)C1(c2ccc(B3OC(C)(C)C(C)(C)O3)cc2)CC1, Cl[Pd]Cl, c1ccc(P(c2ccccc2)c2ccccc2)cc1, c1ccc(P(c2ccccc2)c2ccccc2)cc1. Product: C=CCC(O)c1c(C)noc1-c1ccc(-c2ccc(C3(C(=O)OCC)CC3)cc2)cc1. As a reaction SMILES: [Br:1][c:2]1[cH:3][cH:4][c:5](-[c:8]2[c:9]([CH:14]([CH2:15][CH:16]=[CH2:17])[OH:18])[c:10]([CH3:13])[n:11][o:12]2)[cH:6][cH:7]1.[CH2:19]([CH3:20])[O:21][C:22](=[O:23])[C:24]1([c:27]2[cH:28][cH:29][c:30]([B:33]3[O:34][C:35]([CH3:36])([CH3:37])[C:38]([CH3:39])([CH3:40])[O:41]3)[cH:31][cH:32]2)[CH2:25][CH2:26]1.[Pd:42]([Cl:43])[Cl:44].[c:45]1([P:46]([c:47]2[cH:48][cH:49][cH:50][cH:51][cH:52]2)[c:53]2[cH:54][cH:55][cH:56][cH:57][cH:58]2)[cH:59][cH:60][cH:61][cH:62][cH:63]1.[c:64]1([P:65]([c:66]2[cH:67][cH:68][cH:69][cH:70][cH:71]2)[c:72]2[cH:73][cH:74][cH:75][cH:76][cH:77]2)[cH:78][cH:79][cH:80][cH:81][cH:82]1>>[c:2]1(-[c:30]2[cH:29][cH:28][c:27]([C:24]3([C:22]([O:21][CH2:19][CH3:20])=[O:23])[CH2:25][CH2:26]3)[cH:32][cH:31]2)[cH:3][cH:4][c:5](-[c:8]2[c:9]([CH:14]([CH2:15][CH:16]=[CH2:17])[OH:18])[c:10]([CH3:13])[n:11][o:12]2)[cH:6][cH:7]1. The reactants are O=C(O)C(F)(F)F, O=C(CNc1nn(CCO)c2ccc(C(F)(F)F)cc12)NC1CNC1, COc1ccc(C2(O)CCC(=O)CC2)cn1. Yields the product COc1ccc(C2(O)CCC(N3CC(NC(=O)CNc4nn(CCO)c5ccc(C(F)(F)F)cc45)C3)CC2)cn1. RXN SMILES: [F:26][C:27]([F:28])([F:29])[C:30]([OH:31])=[O:32].[NH:1]1[CH2:2][CH:3]([NH:5][C:6]([CH2:7][NH:8][c:9]2[n:10][n:11]([CH2:22][CH2:23][OH:24])[c:12]3[cH:13][cH:14][c:15]([C:18]([F:19])([F:20])[F:21])[cH:16][c:17]23)=[O:25])[CH2:4]1.[OH:33][C:34]1([c:41]2[cH:42][n:43][c:44]([O:47][CH3:48])[cH:45][cH:46]2)[CH2:35][CH2:36][C:37](=[O:40])[CH2:38][CH2:39]1>>[N:1]1([CH:37]2[CH2:36][CH2:35][C:34]([OH:33])([c:41]3[cH:42][n:43][c:44]([O:47][CH3:48])[cH:45][cH:46]3)[CH2:39][CH2:38]2)[CH2:2][CH:3]([NH:5][C:6]([CH2:7][NH:8][c:9]2[n:10][n:11]([CH2:22][CH2:23][OH:24])[c:12]3[cH:13][cH:14][c:15]([C:18]([F:19])([F:20])[F:21])[cH:16][c:17]23)=[O:25])[CH2:4]1. Reactants: solution, C[Mg]I (methylmagnesium iodide), C(C)OCC (diethyl ether), solution, C[Mg]I (methylmagnesium iodide), C(C)OCC (diethyl ether), FC1=C(OC2=C(C=C(C=3N(C=NC32)C)C=O)C=3C2=C(C(N(C3)C)=O)N(N=C2)COCC[Si](C)(C)C)C=CC(=C1)F (4-(2,4-difluorophenoxy)-1-methyl-5-(6-methyl-7-oxo-1-{[2-(trimethylsilyl)ethoxy]methyl}-6,7-dihydro-1H-pyrazolo[3,4-c]pyridin-4-yl)-1H-benzimidazole-7-carbaldehyde). Solvent: O1CCCC1 (tetrahydrofuran). Reaction conditions: temperature 0 celsius, time 1 hour. Product: FC1=C(OC2=C(C=C(C=3N(C=NC32)C)C(C)O)C=3C2=C(C(N(C3)C)=O)N(N=C2)COCC[Si](C)(C)C)C=CC(=C1)F (4-[4-(2,4-Difluorophenoxy)-7-(1-hydroxyethyl)-1-methyl-1H-benzimidazol-5-yl]-6-methyl-1-{[2-(trimethylsilyl)ethoxy]methyl}-1,6-dihydro-7H-pyrazolo[3,4-c]pyridin-7-one). Yield: 68.3%. RXN SMILES: C[Mg]I.[CH2:4](OCC)C.[F:9][C:10]1[CH:47]=[C:46]([F:48])[CH:45]=[CH:44][C:11]=1[O:12][C:13]1[C:21]2[N:20]=[CH:19][N:18]([CH3:22])[C:17]=2[C:16]([CH:23]=[O:24])=[CH:15][C:14]=1[C:25]1[C:26]2[CH:35]=[N:34][N:33]([CH2:36][O:37][CH2:38][CH2:39][Si:40]([CH3:43])([CH3:42])[CH3:41])[C:27]=2[C:28](=[O:32])[N:29]([CH3:31])[CH:30]=1>O1CCCC1>[F:9][C:10]1[CH:47]=[C:46]([F:48])[CH:45]=[CH:44][C:11]=1[O:12][C:13]1[C:21]2[N:20]=[CH:19][N:18]([CH3:22])[C:17]=2[C:16]([CH:23]([OH:24])[CH3:4])=[CH:15][C:14]=1[C:25]1[C:26]2[CH:35]=[N:34][N:33]([CH2:36][O:37][CH2:38][CH2:39][Si:40]([CH3:41])([CH3:42])[CH3:43])[C:27]=2[C:28](=[O:32])[N:29]([CH3:31])[CH:30]=1. Procedure: A 3.0 M solution of methylmagnesium iodide in diethyl ether (21.1 μL, 0.0634 mmol) was added to a solution of 4-(2,4-difluorophenoxy)-1-methyl-5-(6-methyl-7-oxo-1-{[2-(trimethylsilyl)ethoxy]methyl}-6,7-dihydro-1H-pyrazolo[3,4-c]pyridin-4-yl)-1H-benzimidazole-7-carbaldehyde (0.0478 g, 0.0845 mmol) in tetrahydrofuran (0.734 mL) at 0° C. The resultant reaction mixture was stirred at 0° C. for 1 h, after which time an additional amount of 3.0 M solution of methylmagnesium iodide in diethyl ether (42...